From a dataset of the Open Reaction Database (ORD), a public repository of structured organic reaction records. describe an organic reaction: reactants, conditions, products, and yield Reactants: O (water), ClC=1N=CC(=NC1)/C=C/C(=O)OC (methyl (2E)-3-(5-chloro-2-pyrazinyl)acrylate), N[C@H]1CN(CC1)C(=O)OC(C)(C)C (tert-butyl (3R)-3-amino-1-pyrrolidinecarboxylate), P(=O)([O-])([O-])[O-].[K+].[K+].[K+] (potassium phosphate). Run in CC(=O)N(C)C (DMA). Conditions: temperature 92.5 celsius, time 6 hour. Yields the product COC(/C=C/C=1N=CC(=NC1)N[C@H]1CN(CC1)C(=O)OC(C)(C)C)=O (tert-butyl (3R)-3-({5-[(1E)-3-methoxy-3-oxo-1-propen-1-yl]-2-pyrazinyl}amino)-1-pyrrolidinecarboxylate). Isolated yield 60.7%. RXN SMILES: Cl[C:2]1[N:3]=[CH:4][C:5](/[CH:8]=[CH:9]/[C:10]([O:12][CH3:13])=[O:11])=[N:6][CH:7]=1.[NH2:14][C@@H:15]1[CH2:19][CH2:18][N:17]([C:20]([O:22][C:23]([CH3:26])([CH3:25])[CH3:24])=[O:21])[CH2:16]1.P([O-])([O-])([O-])=O.[K+].[K+].[K+].O>CC(N(C)C)=O>[CH3:13][O:12][C:10](=[O:11])/[CH:9]=[CH:8]/[C:5]1[N:6]=[CH:7][C:2]([NH:14][C@@H:15]2[CH2:19][CH2:18][N:17]([C:20]([O:22][C:23]([CH3:26])([CH3:25])[CH3:24])=[O:21])[CH2:16]2)=[N:3][CH:4]=1 |f:2.3.4.5|. Procedure: A mixture of methyl (2E)-3-(5-chloro-2-pyrazinyl)acrylate (10.00 g), tert-butyl (3R)-3-amino-1-pyrrolidinecarboxylate (14.01 g) and potassium phosphate (21.30 g) in DMA (25 mL) was stirred at 90-95° C. for 6 hours under nitrogen atmosphere. After addition of water, the reaction mixture was extracted with AcOEt. Water was added to the organic layer and the mixture was adjusted to pH 8 with 1N HCl aq., washed with water, dried over magnesium sulfate and concentrated under reduced pressure to give ... Reactants: [N+](=O)(O)[O-] (nitric acid), C(=O)(C(=O)OCC)N(C1=CC2=CC=CC=C2C=C1)C(=O)C(=O)OCC (2-diethoxalylaminonaphthalene), ice water. Solvent: C(C)(=O)O (acetic acid), C(C)(=O)O (acetic acid), C(C)(=O)OC(C)=O (acetic anhydride). Run at temperature 0 celsius. Product: C(=O)(C(=O)OCC)NC1=C(C=CC2=CC=CC(=C12)[N+](=O)[O-])NC(=O)C(=O)OCC (1,2-Diethoxalylamino-8-nitronaphthalene). As a reaction SMILES: C([N:8]([C:19]([C:21]([O:23][CH2:24][CH3:25])=[O:22])=[O:20])[C:9]1[CH:18]=[CH:17][C:16]2[C:11](=[CH:12][CH:13]=[CH:14][CH:15]=2)[CH:10]=1)(C(OCC)=O)=O.[N+:26]([O-:29])(O)=[O:27]>C(O)(=O)C.C(OC(=O)C)(=O)C>[C:19]([NH:8][C:10]1[C:11]2[C:16](=[CH:15][CH:14]=[CH:13][C:12]=2[N+:26]([O-:29])=[O:27])[CH:17]=[CH:18][C:9]=1[NH:8][C:19]([C:21]([O:23][CH2:24][CH3:25])=[O:22])=[O:20])([C:21]([O:23][CH2:24][CH3:25])=[O:22])=[O:20]. Procedure: A partial suspension of 1 2-diethoxalylaminonaphthalene (1,79 g, 5 mmol) in 7 ml of acetic acid and 7 ml of acetic anhydride was treated dropwise with a solution of nitric acid (1.8 ml, 43 mmol, d 1.52) in 7 ml of acetic acid, with stirring at 0° C. The resulting solution was stirred at 0° C. for 11/2 h and then poured on 150 ml of ice/water. The yellow precipitate was isolated, dried and recrystallized from ethanol with decolourising carbon giving 0.67 g (33%) of the required compound, m.p. 173... Reactants: Cl.COC1=C(C=C(C=C1)OC(F)(F)F)[C@@H]1CO[C@]2(C1)[C@@H](NCCC2)C2=CC=CC=C2 ((3R,5R,6S)-3-(2-Methoxy-5-(trifluoromethoxy)phenyl)-6-phenyl-1-oxa-7-aza-spiro[4,5]decane hydrochloride), C([O-])([O-])=O.[K+].[K+] (potassium carbonate), C(C1=CC=CC=C1)Br (Benzyl bromide). Run in O (water), CN(C=O)C (dimethyl formamide). Reaction conditions: time 8 hour. Product: Cl.C(C1=CC=CC=C1)N1[C@H]([C@]2(C[C@@H](CO2)C2=C(C=CC(=C2)OC(F)(F)F)OC)CCC1)C1=CC=CC=C1 ((3R, 5R,6S)-7-Benzyl-3-(2-methoxy-5-(trifluoromethoxy)phenyl)-6-phenyl-1-oxa-7-aza-spiro[4,5]decane Hydrochloride). RXN SMILES: [ClH:1].[CH3:2][O:3][C:4]1[CH:9]=[CH:8][C:7]([O:10][C:11]([F:14])([F:13])[F:12])=[CH:6][C:5]=1[C@H:15]1[CH2:19][C@@:18]2([CH2:24][CH2:23][CH2:22][NH:21][C@H:20]2[C:25]2[CH:30]=[CH:29][CH:28]=[CH:27][CH:26]=2)[O:17][CH2:16]1.C(=O)([O-])[O-].[K+].[K+].[CH2:37](Br)[C:38]1[CH:43]=[CH:42][CH:41]=[CH:40][CH:39]=1>CN(C)C=O.O>[ClH:1].[CH2:37]([N:21]1[CH2:22][CH2:23][CH2:24][C@:18]2([O:17][CH2:16][C@@H:15]([C:5]3[CH:6]=[C:7]([O:10][C:11]([F:14])([F:12])[F:13])[CH:8]=[CH:9][C:4]=3[O:3][CH3:2])[CH2:19]2)[C@@H:20]1[C:25]1[CH:26]=[CH:27][CH:28]=[CH:29][CH:30]=1)[C:38]1[CH:43]=[CH:42][CH:41]=[CH:40][CH:39]=1 |f:0.1,2.3.4,8.9|. Procedure: (3R,5R,6S)-3-(2-Methoxy-5-(trifluoromethoxy)phenyl)-6-phenyl-1-oxa-7-aza-spiro[4,5]decane hydrochloride (Example 165, 100 mg, 0.2 mmol) and potassium carbonate (38 mg) were dissolved in dimethyl formamide (0.5 mL). Benzyl bromide (0.3 mL) was added and the mixture was stirred at room temperature overnight, then at 60° C. for 3 h. The mixture was cooled, diluted with water (10 mL) and extracted into ether (3×10 mL). The combined organic fractions were washed with brine, dried (MgSO4) and the solv... The reactants are N[C@@H]1CN(C[C@H]1CCCO)C(=O)OC(C)(C)C ((3S*,4R*)-tert-butyl 3-amino-4-(3-hydroxypropyl)pyrrolidine-1-carboxylate), [N+](=O)([O-])C1=CC=C(C=C1)S(=O)(=O)Cl (p-nitrophenylsulfonyl chloride), C(=O)([O-])[O-].[Na+].[Na+] (Na2CO3). Run in C1CCOC1.O (THF water). Reaction conditions: time 8 hour. Yields the product OCCC[C@@H]1CN(C[C@H]1NS(=O)(=O)C1=CC=C(C=C1)[N+](=O)[O-])C(=O)OC(C)(C)C (tert-Butyl (3R,4S)-3-(3-hydroxypropyl)-4-{[(4-nitrophenyl)sulfonyl]amino}pyrrolidine-1-carboxylate). Reaction SMILES: [NH2:1][C@H:2]1[C@H:6]([CH2:7][CH2:8][CH2:9][OH:10])[CH2:5][N:4]([C:11]([O:13][C:14]([CH3:17])([CH3:16])[CH3:15])=[O:12])[CH2:3]1.[N+:18]([C:21]1[CH:26]=[CH:25][C:24]([S:27](Cl)(=[O:29])=[O:28])=[CH:23][CH:22]=1)([O-:20])=[O:19].C([O-])([O-])=O.[Na+].[Na+]>C1COCC1.O>[OH:10][CH2:9][CH2:8][CH2:7][C@H:6]1[C@H:2]([NH:1][S:27]([C:24]2[CH:23]=[CH:22][C:21]([N+:18]([O-:20])=[O:19])=[CH:26][CH:25]=2)(=[O:28])=[O:29])[CH2:3][N:4]([C:11]([O:13][C:14]([CH3:17])([CH3:16])[CH3:15])=[O:12])[CH2:5]1 |f:2.3.4,5.6|. Procedure: A mixture of (3S*,4R*)-tert-butyl 3-amino-4-(3-hydroxypropyl)pyrrolidine-1-carboxylate (0.55 g, 2.25 mmol) and p-nitrophenylsulfonyl chloride (0.50 g, 2.25 mmol) and Na2CO3 (0.29 g, 2.70 mmol) in 8 mL THF-water, 3:1, was stirred overnight at room temperature. THF was evaporated, the mixture was diluted with H2O, extracted with CH2Cl2, the combined organic extracts were dried with Na2SO4 and evaporated. The residue was purified by column chromatography on silica gel eluting with 1→5% MeOH in CH2C...